describe an organic reaction: reactants, conditions, products, and yield From a dataset of the Open Reaction Database (ORD), a public repository of structured organic reaction records. Reactants: Cc1ccccc1, Cn1cnc(-c2cc3nccc(Cl)c3s2)c1, Nc1ccc([N+](=O)[O-])cc1F, [K+], [K+], [K+], O=P([O-])([O-])[O-]. The product is Cn1cnc(-c2cc3nccc(Nc4ccc([N+](=O)[O-])cc4F)c3s2)c1. As a reaction SMILES: [CH3:36][c:37]1[cH:38][cH:39][cH:40][cH:41][cH:42]1.[Cl:1][c:2]1[c:3]2[c:4]([n:5][cH:6][cH:7]1)[cH:8][c:9](-[c:11]1[n:12][cH:13][n:14]([CH3:16])[cH:15]1)[s:10]2.[F:17][c:18]1[c:19]([NH2:20])[cH:21][cH:22][c:23]([N+:25](=[O:26])[O-:27])[cH:24]1.[K+:33].[K+:34].[K+:35].[P:28]([O-:29])([O-:30])([O-:31])=[O:32]>>[c:2]1([NH:20][c:19]2[c:18]([F:17])[cH:24][c:23]([N+:25](=[O:26])[O-:27])[cH:22][cH:21]2)[c:3]2[c:4]([n:5][cH:6][cH:7]1)[cH:8][c:9](-[c:11]1[n:12][cH:13][n:14]([CH3:16])[cH:15]1)[s:10]2. Starting materials: CC(C)(C)NC1=C(C=NC2=CC=CC=C12)[N+](=O)[O-] (N-(1,1-dimethylethyl)-3-nitro-4-quinolinamine), S(=O)(=O)([O-])[O-].[Mg+2] (magnesium sulfate), [H][H] (hydrogen). Reagents/catalysts: [Pt] (platinum on charcoal). Solvent: C(C)(=O)OCC (ethyl acetate). The product is NC=1C=NC2=CC=CC=C2C1NC(C)(C)C (3-amino-N-(1,1-dimethylethyl)-4-quinolinamine). RXN SMILES: [CH3:1][C:2]([NH:5][C:6]1[C:15]2[C:10](=[CH:11][CH:12]=[CH:13][CH:14]=2)[N:9]=[CH:8][C:7]=1[N+:16]([O-])=O)([CH3:4])[CH3:3].S([O-])([O-])(=O)=O.[Mg+2].[H][H]>[Pt].C(OCC)(=O)C>[NH2:16][C:7]1[CH:8]=[N:9][C:10]2[C:15]([C:6]=1[NH:5][C:2]([CH3:4])([CH3:3])[CH3:1])=[CH:14][CH:13]=[CH:12][CH:11]=2 |f:1.2|. Reported procedure: A mixture of 17.7 g (0.0722 mole) of N-(1,1-dimethylethyl)-3-nitro-4-quinolinamine, 350 mL of ethyl acetate, 20 g of magnesium sulfate and about one gram of platinum on charcoal was hydrogenated on a Paar apparatus. After hydrogen pressure stabilized, the mixture was filtered and the filtrate was evaporated to provide a solid residue of 3-amino-N-(1,1-dimethylethyl)-4-quinolinamine. Reaction SMILES: Cl.[Cl:2][C:3]1[CH:12]=[C:11]2[C:6]([C:7]([NH:13][C:14]3[CH:19]=[CH:18][C:17]([S:20](Cl)(=[O:22])=[O:21])=[CH:16][CH:15]=3)=[CH:8][CH:9]=[N:10]2)=[CH:5][CH:4]=1.Cl.Cl.[CH3:26][N:27]([CH3:34])[CH:28]1[CH2:33][CH2:32][NH:31][CH2:30][CH2:29]1.C(=O)([O-])[O-].[Na+].[Na+]>O.C(Cl)(Cl)Cl>[CH3:26][N:27]([CH3:34])[CH:28]1[CH2:33][CH2:32][N:31]([S:20]([C:17]2[CH:18]=[CH:19][C:14]([NH:13][C:7]3[C:6]4[C:11](=[CH:12][C:3]([Cl:2])=[CH:4][CH:5]=4)[N:10]=[CH:9][CH:8]=3)=[CH:15][CH:16]=2)(=[O:22])=[O:21])[CH2:30][CH2:29]1 |f:0.1,2.3.4,5.6.7|. The solvent is O (water), C(Cl)(Cl)Cl (chloroform). The product is CN(C1CCN(CC1)S(=O)(=O)C1=CC=C(C=C1)NC1=CC=NC2=CC(=CC=C12)Cl)C (4-Dimethylamino-1-[4-(7-chloro-4-quinolylamino)-benzenesulphonyl]piperidine). Reactants: Cl.ClC1=CC=C2C(=CC=NC2=C1)NC1=CC=C(C=C1)S(=O)(=O)Cl (4-(7-chloro-4-quinolylamino)-benzenesulphonyl chloride hydrochloride), Cl.Cl.CN(C1CCNCC1)C (4-dimethylamino-piperidine dihydrochloride), C([O-])([O-])=O.[Na+].[Na+] (sodium carbonate). Reaction conditions: time 8 hour. Procedure details: 11.3 Grams of 4-(7-chloro-4-quinolylamino)-benzenesulphonyl chloride hydrochloride [prepared as in Example 1(b)] were added in portions to a stirred mixture of 5.83 grams of 4-dimethylamino-piperidine dihydrochloride and 32 grams of sodium carbonate in 100 milliliters of water and 75 milliliters of chloroform. After stirring overnight at room temperature the mixture was filtered, the resultant solid washed with water, dried and recrystallised from ethanol/water to give 6.28 grams of the title co... Reactants: C1CCOC1, C1=COC(C(c2ccccc2)c2ccccc2)CC1, [Na+], [Na+], O=C([O-])O, [OH-], OO. Product: OC1CCC(C(c2ccccc2)c2ccccc2)OC1. RXN SMILES: [CH2:24]1[O:25][CH2:26][CH2:27][CH2:28]1.[CH:1]([c:2]1[cH:3][cH:4][cH:5][cH:6][cH:7]1)([c:8]1[cH:9][cH:10][cH:11][cH:12][cH:13]1)[CH:14]1[O:15][CH:16]=[CH:17][CH2:18][CH2:19]1.[Na+:21].[Na+:33].[O-:29][C:30]([OH:31])=[O:32].[OH-:20].[OH:22][OH:23]>>[CH:1]([c:2]1[cH:3][cH:4][cH:5][cH:6][cH:7]1)([c:8]1[cH:9][cH:10][cH:11][cH:12][cH:13]1)[CH:14]1[O:15][CH2:16][CH:17]([OH:20])[CH2:18][CH2:19]1.